Task: describe an organic reaction: reactants, conditions, products, and yield. Dataset: the Open Reaction Database (ORD), a public repository of structured organic reaction records Starting materials: CCOC(C)=O, CCO[PH](=O)OCC, CC(=O)OCC(C)C, CC(C)CO, Cl. Yields the product CCO[PH](=O)OCC, CCO. RXN SMILES: [C:9]([CH3:10])(=[O:11])[O:12][CH2:13][CH3:14].[CH2:1]([CH3:2])[O:3][PH:4]([O:5][CH2:6][CH3:7])=[O:8].[CH3:16][CH:17]([CH2:18][O:19][C:20](=[O:21])[CH3:22])[CH3:23].[CH3:24][CH:25]([CH2:26][OH:27])[CH3:28].[ClH:15]>>[CH2:1]([CH3:2])[O:3][PH:4]([O:5][CH2:6][CH3:7])=[O:8].[CH2:9]([CH3:10])[OH:11]. The reactants are CO, [C-]#[N+]CC(=O)OC, OC1CCNC1. The product is [C-]#[N+]CC(=O)N1CCC(O)C1. As a reaction SMILES: [CH3:14][OH:15].[N+:1](#[C-:2])[CH2:3][C:4]([O:6][CH3:5])=[O:7].[NH:8]1[CH2:9][CH:10]([OH:13])[CH2:11][CH2:12]1>>[N+:1](#[C-:2])[CH2:3][C:4](=[O:6])[N:8]1[CH2:9][CH:10]([OH:13])[CH2:11][CH2:12]1. Reactants: C1=CC=CC=2C3=CC=CC=C3C(C12)COC(=O)N[C@@H](CCCCN)C(=O)O (Nα-(9-fluorenylmethoxycarbonyl)-L-lysine), ClC1=CC=C(C=C1)S(=O)(=O)Cl (4-chlorobenzenesulfonyl chloride). Product: ClC1=CC=C(C=C1)S(=O)(=O)NCCCC[C@H](NC(=O)OCC1C2=CC=CC=C2C=2C=CC=CC12)C(=O)O (Nε-(4-Chlorobenzenesulfonyl)-Nα-(9-fluorenylmethoxycarbonyl)-L-lysine). The yield is 37.0%. Reaction SMILES: [CH:1]1[C:13]2[CH:12]([CH2:14][O:15][C:16]([NH:18][C@H:19]([C:25]([OH:27])=[O:26])[CH2:20][CH2:21][CH2:22][CH2:23][NH2:24])=[O:17])[C:11]3[C:6](=[CH:7][CH:8]=[CH:9][CH:10]=3)[C:5]=2[CH:4]=[CH:3][CH:2]=1.[Cl:28][C:29]1[CH:34]=[CH:33][C:32]([S:35](Cl)(=[O:37])=[O:36])=[CH:31][CH:30]=1>>[Cl:28][C:29]1[CH:34]=[CH:33][C:32]([S:35]([NH:24][CH2:23][CH2:22][CH2:21][CH2:20][C@@H:19]([C:25]([OH:27])=[O:26])[NH:18][C:16]([O:15][CH2:14][CH:12]2[C:11]3[CH:10]=[CH:9][CH:8]=[CH:7][C:6]=3[C:5]3[C:13]2=[CH:1][CH:2]=[CH:3][CH:4]=3)=[O:17])(=[O:37])=[O:36])=[CH:31][CH:30]=1. Procedure: Nα-(9-fluorenylmethoxycarbonyl)-L-lysine was reacted with 4-chlorobenzenesulfonyl chloride under the conditions used in example 2 giving 37% of the title compound.